This data is from the Open Reaction Database (ORD), a public repository of structured organic reaction records. The task is: describe an organic reaction: reactants, conditions, products, and yield The reactants are C[Mg]Br (Methylmagnesium bromide), C(C=C)N1C(=C(C=2C1=C(N=CC2)C=NC2=CC=C(C=C2)F)C)C (N-(1-allyl-2,3-dimethyl-1H-pyrrolo[2,3-c]pyridin-7-ylmethylene)-4-fluorophenylamine), [Cl-].[NH4+] (ammonium chloride). Run in C(C)OCC (ethyl ether). Reaction conditions: time 2 hour. Yields the product Cl.C(C=C)N1C(=C(C=2C1=C(N=CC2)C(C)NC2=CC=C(C=C2)F)C)C (N-[1-(1-allyl-2,3-dimethyl-1H-pyrrolo[2,3-c]pyridin-7-yl)-ethyl]-4-fluorophenylamine hydrochloride). RXN SMILES: [CH3:1][Mg]Br.[CH2:4]([N:7]1[C:11]2=[C:12]([CH:16]=[N:17][C:18]3[CH:23]=[CH:22][C:21]([F:24])=[CH:20][CH:19]=3)[N:13]=[CH:14][CH:15]=[C:10]2[C:9]([CH3:25])=[C:8]1[CH3:26])[CH:5]=[CH2:6].[Cl-:27].[NH4+]>C(OCC)C>[ClH:27].[CH2:4]([N:7]1[C:11]2=[C:12]([CH:16]([NH:17][C:18]3[CH:19]=[CH:20][C:21]([F:24])=[CH:22][CH:23]=3)[CH3:1])[N:13]=[CH:14][CH:15]=[C:10]2[C:9]([CH3:25])=[C:8]1[CH3:26])[CH:5]=[CH2:6] |f:2.3,5.6|. Procedure: Methylmagnesium bromide (3.0M in ethyl ether solution, 37 μl, 1.12 mmol) was added at 0° C. to a solution of N-(1-allyl-2,3-dimethyl-1H-pyrrolo[2,3-c]pyridin-7-ylmethylene)-4-fluorophenylamine (30 mg, 0.112 mmol) prepared in Step 1 in anhydrous ethyl ether (5 ml). The reaction mixture was stirred for 2 hours at room temperature and then a saturated ammonium chloride solution (5 ml) was added thereto. The reaction mixture was extracted with ethyl acetate (15 ml), dried on anhydrous magnesium sulf...